This data is from the Open Reaction Database (ORD), a public repository of structured organic reaction records. The task is: describe an organic reaction: reactants, conditions, products, and yield Starting materials: C1(=CC=CC=C1)C=1N=C(NC1C1=CC=CC=C1)SC(C(F)F)(F)F (4,5-diphenyl-2-(1,1,2,2-tetrafluoroethylthio)imidazole), C[Li] (methyl lithium), CN(C(=S)Cl)C (dimethylthiocarbamoyl chloride). The solvent is C1CCOC1 (THF), C1CCOC1 (THF). Yields the product CN(C(=S)N1C(=NC(=C1C1=CC=CC=C1)C1=CC=CC=C1)SC(C(F)F)(F)F)C (1-(N,N-Dimethylthiocarbamoyl)-4,5-diphenyl-2-(1,1,2,2-tetrafluoroethylthio)imidazole). As a reaction SMILES: [C:1]1([C:7]2[N:8]=[C:9]([S:18][C:19]([F:24])([F:23])[CH:20]([F:22])[F:21])[NH:10][C:11]=2[C:12]2[CH:17]=[CH:16][CH:15]=[CH:14][CH:13]=2)[CH:6]=[CH:5][CH:4]=[CH:3][CH:2]=1.C[Li].[CH3:27][N:28]([CH3:32])[C:29](Cl)=[S:30]>C1COCC1>[CH3:27][N:28]([CH3:32])[C:29]([N:10]1[C:11]([C:12]2[CH:17]=[CH:16][CH:15]=[CH:14][CH:13]=2)=[C:7]([C:1]2[CH:2]=[CH:3][CH:4]=[CH:5][CH:6]=2)[N:8]=[C:9]1[S:18][C:19]([F:23])([F:24])[CH:20]([F:22])[F:21])=[S:30]. Reported procedure: To a solution of 5.0 g (0.014 mole) of 4,5-diphenyl-2-(1,1,2,2-tetrafluoroethylthio)imidazole in 50 ml of THF was added dropwise 15 ml of 1.6 M methyl lithium solution, followed by a solution of 5.5 g (0.045 mole) of dimethylthiocarbamoyl chloride in 25 ml THF. The reaction mixture was heated at reflux several hours, then concentrated by rotary evaporation. The residue was shaken with ether and 1 N hydrochloric acid. The ether layer was washed with 10% sodium bicarbonate solution, then dried and... Reactants: CC#N, O=C(O)C1CCCN1C(=O)CP(=O)(OCCc1ccccc1)OCc1ccc([N+](=O)[O-])cc1, O=C(OCc1ccccc1)C1CCCN1. Yields the product O=C(O)C1CCCN1C(=O)CP(=O)(O)OCCc1ccccc1. RXN SMILES: [CH3:49][C:50]#[N:51].[N+:16]([c:17]1[cH:18][cH:19][c:20]([CH2:21][O:26][P:27](=[O:28])([O:29][CH2:30][CH2:31][c:32]2[cH:33][cH:34][cH:35][cH:36][cH:37]2)[CH2:38][C:39](=[O:40])[N:41]2[CH:42]([C:43](=[O:44])[OH:45])[CH2:46][CH2:47][CH2:48]2)[cH:22][cH:23]1)([O-:24])=[O:25].[c:1]1([CH2:2][O:3][C:4](=[O:5])[CH:6]2[CH2:7][CH2:8][CH2:9][NH:10]2)[cH:11][cH:12][cH:13][cH:14][cH:15]1>>[O:26]=[P:27]([OH:28])([O:29][CH2:30][CH2:31][c:32]1[cH:33][cH:34][cH:35][cH:36][cH:37]1)[CH2:38][C:39](=[O:40])[N:41]1[CH:42]([C:43](=[O:44])[OH:45])[CH2:46][CH2:47][CH2:48]1. The reactants are O=C1C(C[C@H](O1)[C@H](CC1=CC=CC=C1)NC(OC(C)(C)C)=O)CC1=CC=C(C=C1)C1=NC=CC=C1 (tert-butyl(1S)-1-{(2S)-5-oxo-4-[4-(2-pyridinyl)benzyl]tetrahydro-2-furanyl}-2-phenylethylcarbamate), [OH-].[Na+] (sodium hydroxide), N1C=NC=C1 (imidazole), [Si](C)(C)(C(C)(C)C)Cl (t-butyldimethylsilyl chloride). Run in O1CCOCC1 (dioxane), CN(C=O)C (N,N-dimethylformamide). Run at temperature 25 celsius, time 30 minute. Product: C(C)(C)(C)OC(=O)N[C@H]([C@H](CC(C(=O)O)CC1=CC=C(C=C1)C1=NC=CC=C1)O[Si](C)(C)C(C)(C)C)CC1=CC=CC=C1 ((4S,5S)-5-[(tert-butoxycarbonyl)amino]-4-{[tert-butyl(dimethyl)silyl]oxy}-6-phenyl-2-[4-(2-pyridinyl)benzyl]hexanoic acid). Isolated yield 49.0%. RXN SMILES: [O:1]=[C:2]1[O:6][C@H:5]([C@@H:7]([NH:15][C:16](=[O:22])[O:17][C:18]([CH3:21])([CH3:20])[CH3:19])[CH2:8][C:9]2[CH:14]=[CH:13][CH:12]=[CH:11][CH:10]=2)[CH2:4][CH:3]1[CH2:23][C:24]1[CH:29]=[CH:28][C:27]([C:30]2[CH:35]=[CH:34][CH:33]=[CH:32][N:31]=2)=[CH:26][CH:25]=1.[OH-:36].[Na+].N1C=CN=C1.[Si:43](Cl)([C:46]([CH3:49])([CH3:48])[CH3:47])([CH3:45])[CH3:44]>O1CCOCC1.CN(C)C=O>[C:18]([O:17][C:16]([NH:15][C@@H:7]([CH2:8][C:9]1[CH:14]=[CH:13][CH:12]=[CH:11][CH:10]=1)[C@@H:5]([O:6][Si:43]([C:46]([CH3:49])([CH3:48])[CH3:47])([CH3:45])[CH3:44])[CH2:4][CH:3]([CH2:23][C:24]1[CH:29]=[CH:28][C:27]([C:30]2[CH:35]=[CH:34][CH:33]=[CH:32][N:31]=2)=[CH:26][CH:25]=1)[C:2]([OH:36])=[O:1])=[O:22])([CH3:20])([CH3:21])[CH3:19] |f:1.2|. Procedure: A solution of the product from Example 1A (21.4 g) in dioxane (100 mL) was treated with sodium hydroxide solution (57 mL, 1N), stirred at 25° C. for 30 minutes and concentrated. The concentrate was cooled to 0° C., and acidified to pH 5 with 4N HCl. The mixture was partitioned between dichloromethane and water, and the organic phase layer was washed with brine, dried over MgSO4, filtered and concentrated. A solution of the residue in N,N-dimethylformamide (100 mL) was treated with imidazole (21 ... As a reaction SMILES: [OH:1][C:2]([CH3:9])([CH3:8])[CH2:3][C:4]([O:6][CH3:7])=[O:5].[O:10]1[CH:15]=[CH:14][CH2:13][CH2:12][CH2:11]1.C1(C)C=CC(S(O)(=O)=O)=CC=1>C(OCC)C>[O:10]1[CH:11]=[CH:12][CH2:13][CH2:14][CH:15]1[O:1][C:2]([CH3:9])([CH3:8])[CH2:3][C:4]([O:6][CH3:7])=[O:5]. Starting materials: O1CCCC=C1 (3,4-dihydro-2H-pyran), C1(=CC=C(C=C1)S(=O)(=O)O)C (p-toluenesulfonic acid), OC(CC(=O)OC)(C)C (methyl β-hydroxyisovalerate). Run in C(C)OCC (diethyl ether). Procedure: In 50 ml of 7 wt. % hydrochloric acid methanol solution was dissolved 1.18 g of β-hydroxyisovaleric acid, and an reaction was allowed to proceed at room temperature overnight. The solvent was removed from the solution as reacted by distillation under a reduced pressure to obtain 1.30 g of crude methyl β-hydroxyisovalerate. The crude methyl β-hydroxyisovalerate was dissolved in diethyl ether, and 0.91 g of 3,4-dihydro-2H-pyran and a catalytic amount of p-toluenesulfonic acid were added thereto. S... Product: O1C(CCC=C1)OC(CC(=O)OC)(C)C (methyl β-dihydropyranyloxyisovalerate). The reactants are [BH3-]C#N, CC(=O)O, [Na+], [Na+], O=Cc1ccc2c(c1)OCc1ccccc1C2=O, [OH-]. The product is O=C1c2ccccc2COc2cc(CNO)ccc21. As a reaction SMILES: [C:1](#[N:2])[BH3-:3].[CH3:25][C:26](=[O:27])[OH:28].[Na+:24].[Na+:4].[O:5]=[C:6]1[c:7]2[c:8]([cH:17][c:18]([CH:21]=[O:22])[cH:19][cH:20]2)[O:9][CH2:10][c:11]2[c:12]1[cH:13][cH:14][cH:15][cH:16]2.[OH-:23]>>[CH2:1]([NH:2][OH:23])[c:18]1[cH:17][c:8]2[c:7]([cH:20][cH:19]1)[C:6](=[O:5])[c:12]1[c:11]([cH:16][cH:15][cH:14][cH:13]1)[CH2:10][O:9]2. The reactants are FC=1C=C(C=CC1)C(C(=O)O)C (3-Fluorophenylpropionic acid), C1CCOC1 (THF), B.C1CCOC1 (Borane THF). Run at temperature 0 celsius, time 18 hour. Yields the product FC=1C=C(C=CC1)C(CC)O (3-Fluorophenyl-1-propanol). Yield: 97.0%. Reaction SMILES: [F:1][C:2]1[CH:3]=C(C(C)C(O)=O)C=C[CH:7]=1.B.[CH2:14]1[CH2:18][O:17][CH2:16][CH2:15]1.[CH2:19]1COC[CH2:20]1>>[F:1][C:2]1[CH:7]=[C:14]([CH:18]([OH:17])[CH2:19][CH3:20])[CH:15]=[CH:16][CH:3]=1 |f:1.2|. Procedure: 3-Fluorophenylpropionic acid (39, 0.500 g, 2.97 mmol) was diluted in anhydrous THF (2 mL) under argon, and cooled to 0° C. Borane-THF (1 M, 4.16 mL, 4.16 mmol) was added dropwise, and the mixture was allowed to warm to room temperature and stirred for 18 h. The reaction was quenched by the addition of 1:1 THF/H2O (5 mL). When gas evolution ceased, solid K2CO3 was added until the mixture separated into two layers, which were separated. The aqueous layer was extracted with EtOAc (2×5 mL), and the ...